From a dataset of the Open Reaction Database (ORD), a public repository of structured organic reaction records. describe an organic reaction: reactants, conditions, products, and yield Reactants: C(CCCCCC)NC(NN)=S (4-heptyl-3-thiosemicarbazide), ClC(C(=O)OCC)C(=O)C (ethyl 2-chloroacetoacetate). The solvent is C(C)O (ethanol). Yields the product Cl.C(CCCCCC)NC1=NNC(=C1C(=O)OCC)C (3-Heptylamino-5-methyl-1H-pyrazole-4-carboxylic acid, ethyl ester, hydrochloride). The yield is 30856.3%. As a reaction SMILES: [CH2:1]([NH:8][C:9](=S)[NH:10][NH2:11])[CH2:2][CH2:3][CH2:4][CH2:5][CH2:6][CH3:7].[Cl:13][CH:14]([C:20]([CH3:22])=O)[C:15]([O:17][CH2:18][CH3:19])=[O:16]>C(O)C>[ClH:13].[CH2:1]([NH:8][C:9]1[C:14]([C:15]([O:17][CH2:18][CH3:19])=[O:16])=[C:20]([CH3:22])[NH:11][N:10]=1)[CH2:2][CH2:3][CH2:4][CH2:5][CH2:6][CH3:7] |f:3.4|. Procedure details: A stirred solution of 30.3 g (0.16 mole) of 4-heptyl-3-thiosemicarbazide in 500 mL of absolute ethanol under nitrogen atmosphere was treated with the rapid addition of 26.3 g (0.16 mmole) of ethyl 2-chloroacetoacetate, stirred at ambient temperature for ~16 hr, heated at reflux for 3 hr and filtered hot. Concentration of the filtrate in vacuo gave a deep red oil. The oil solidified on standing for ~16 hr and was recrystallized from 2-propyl alcohol to give 15 g of fine white crystals, mp 83°-84°... Procedure: Scheme 1 shows the synthesis of 4-(2-chlorothieno[3,2-d]primidin-4-yl)morpholine 4 starting by cyclization of methyl 3-amino-thiophenecarboxylate 1 and potassium cyanate in acetic acid and water at room temperature to give thieno[3,2-d]pyrimidine-2,4(1H,3H)-dione 2. This is an improvement over cyclization of 1 with urea which requires high temperature and evolution of ammonia gas. Thieno[3,2-d]pyrimidine-2,4(1H,3H)-dione 2 was converted to 2,4-dichlorothieno[3,2-d]pyrimidine 3 with phosphorous o... Solvent: C(C)(=O)O (acetic acid), O (water). As a reaction SMILES: ClC1N=C(N2CCOCC2)C2SC=CC=2N=1.[NH2:17][C:18]1[CH:22]=[CH:21][S:20][C:19]=1[C:23]([O:25]C)=O.[O-:27][C:28]#[N:29].[K+]>C(O)(=O)C.O>[NH:17]1[C:18]2[CH:22]=[CH:21][S:20][C:19]=2[C:23](=[O:25])[NH:29][C:28]1=[O:27] |f:2.3|. Yields the product N1C(NC(C2=C1C=CS2)=O)=O (thieno[3,2-d]pyrimidine-2,4(1H,3H)-dione). Reactants: ClC=1N=C(C2=C(N1)C=CS2)N2CCOCC2 (4-(2-chlorothieno[3,2-d]primidin-4-yl)morpholine), NC1=C(SC=C1)C(=O)OC (methyl 3-amino-thiophenecarboxylate), [O-]C#N.[K+] (potassium cyanate). The reactants are [Cl-].[NH4+] (ammonium chloride), C([O-])([O-])=O.[Cs+].[Cs+] (cesium carbonate), Cl.Cl.N1CC(C1)C1=NC2=C(N1)C=CC(=C2)Cl (2-(azetidin-3-yl)-5-chloro-1H-benzo[d]imidazole dihydrochloride), FC1=NC=CC(=C1)C1CCOCC1 (2-fluoro-4-(tetrahydro-2H-pyran-4-yl)pyridine). Solvent: C(C)(=O)OCC (ethyl acetate), CC(=O)N(C)C (DMA). Conditions: temperature 110 celsius, time 30 minute. The product is ClC1=CC2=C(NC(=N2)C2CN(C2)C2=NC=CC(=C2)C2CCOCC2)C=C1 (5-chloro-2-(1-(4-(tetrahydro-2H-pyran-4-yl)pyridin-2-yl)azetidin-3-yl)-1H-benzo[d]imidazole). The yield is 51.8%. Reaction SMILES: C(=O)([O-])[O-].[Cs+].[Cs+].Cl.Cl.[NH:9]1[CH2:12][CH:11]([C:13]2[NH:17][C:16]3[CH:18]=[CH:19][C:20]([Cl:22])=[CH:21][C:15]=3[N:14]=2)[CH2:10]1.F[C:24]1[CH:29]=[C:28]([CH:30]2[CH2:35][CH2:34][O:33][CH2:32][CH2:31]2)[CH:27]=[CH:26][N:25]=1.[Cl-].[NH4+]>CC(N(C)C)=O.C(OCC)(=O)C>[Cl:22][C:20]1[CH:19]=[CH:18][C:16]2[NH:17][C:13]([CH:11]3[CH2:12][N:9]([C:26]4[CH:27]=[C:28]([CH:30]5[CH2:35][CH2:34][O:33][CH2:32][CH2:31]5)[CH:29]=[CH:24][N:25]=4)[CH2:10]3)=[N:14][C:15]=2[CH:21]=1 |f:0.1.2,3.4.5,7.8|. Procedure: A mixture of cesium carbonate (1.08 g, 3.31 mmol), 2-(azetidin-3-yl)-5-chloro-1H-benzo[d]imidazole dihydrochloride (as described in Preparation 5) (0.23 g, 0.83 mmol), and 2-fluoro-4-(tetrahydro-2H-pyran-4-yl)pyridine (0.15 g, 0.83 mmol) in DMA (1 mL) under argon was heated to 110° C. for 18 h. The mixture was then cooled to RT, ethyl acetate and saturated aqueous ammonium chloride were added and the layers were separated. The organic layer was washed with water (2×), brine, and dried over anhyd... Reactants: [Na] (sodium), CO (methanol), C(N)(=O)N1CC(NC2=C(C1C1=CC=CC=C1)C=C(C=C2)Cl)=O (4-carbamoyl-5-phenyl-7-chloro-1,3,4,5-tetrahydro-2H-1,4-benzodiazepine-2-one), CO (methanol). The product is CN1C(CN(C(C2=C1C=CC(=C2)Cl)C2=CC=CC=C2)C(N)=O)=O (1-methyl-4-carbamoyl-5-phenyl-7-chloro-1,3,4,5-tetrahydro-2H-1,4-benzodiazepine-2-one). Isolated yield 79.5%. RXN SMILES: [Na].[C:2]([N:5]1[CH:11]([C:12]2[CH:17]=[CH:16][CH:15]=[CH:14][CH:13]=2)[C:10]2[CH:18]=[C:19]([Cl:22])[CH:20]=[CH:21][C:9]=2[NH:8][C:7](=[O:23])[CH2:6]1)(=[O:4])[NH2:3].[CH3:24]O>>[CH3:24][N:8]1[C:9]2[CH:21]=[CH:20][C:19]([Cl:22])=[CH:18][C:10]=2[CH:11]([C:12]2[CH:17]=[CH:16][CH:15]=[CH:14][CH:13]=2)[N:5]([C:2](=[O:4])[NH2:3])[CH2:6][C:7]1=[O:23] |^1:0|. Reported procedure: 0.16 g. (6.85 mmoles) of metallic sodium are dissolved in 2 ml. of absolute methanol, and a suspension of 0.9 g. (2.86 mmoles) of 4-carbamoyl-5-phenyl-7-chloro-1,3,4,5-tetrahydro-2H-1,4-benzodiazepine-2-one in 50 ml. of absolute methanol is added to the solution at room temperature, with stirring. The suspension is stirred at room temperature for 30 minutes, and then evaporated under reduced pressure. The oily residue is dissolved in 9 ml. of dimethyl formamide, and 0.48 ml. of methyl iodide are... The reactants are C(C)(C)(C)C1CCC(CC1)OC1=NC2=CC=C(C=C2C=C1)C=O (2-(4-tert-butyl-cyclohexyloxy)-quinoline-6-carbaldehyde), NCCC(=O)O (Beta-alanine), C(C)O (ethanol), C(#N)[BH3-].[Na+] (sodium cyanoborohydride), C(CC(O)(C(=O)O)CC(=O)O)(=O)O (citric acid). The product is C(C)(C)(C)[C@@H]1CC[C@H](CC1)OC1=NC2=CC=C(C=C2C=C1)CNCCC(=O)O (3-((2-((trans)-4-tert-butylcyclohexyloxy)quinolin-6-yl)methylamino)propanoic acid). Isolated yield 19.8%. RXN SMILES: [C:1]([CH:5]1[CH2:10][CH2:9][CH:8]([O:11][C:12]2[CH:21]=[CH:20][C:19]3[C:14](=[CH:15][CH:16]=[C:17]([CH:22]=O)[CH:18]=3)[N:13]=2)[CH2:7][CH2:6]1)([CH3:4])([CH3:3])[CH3:2].[NH2:24][CH2:25][CH2:26][C:27]([OH:29])=[O:28].C(O)C.C([BH3-])#N.[Na+].C(O)(=O)CC(CC(O)=O)(C(O)=O)O>>[C:1]([C@H:5]1[CH2:10][CH2:9][C@H:8]([O:11][C:12]2[CH:21]=[CH:20][C:19]3[C:14](=[CH:15][CH:16]=[C:17]([CH2:22][NH:24][CH2:25][CH2:26][C:27]([OH:29])=[O:28])[CH:18]=3)[N:13]=2)[CH2:7][CH2:6]1)([CH3:4])([CH3:3])[CH3:2] |f:3.4|. Procedure: A solution of 2-(4-tert-butyl-cyclohexyloxy)-quinoline-6-carbaldehyde (30.6 mg, 0.0983 mmol) and Beta-alanine (8.75 mg, 0.0983 mmol) in ethanol (0.7 mL, 10 mmol) was heated to reflux for 2 h. The yellow solution was cooled to rt and sodium cyanoborohydride (7.41 mg, 0.118 mmol) was added and was heated to reflux for 1 h. After cooled down to rt, citric acid was added and concentrated down. The solid was suspended in water and filtrate, and the collected solid was washed thoroughly with water. HP...